From a dataset of the Open Reaction Database (ORD), a public repository of structured organic reaction records. describe an organic reaction: reactants, conditions, products, and yield Reactants: O (water), C1(CC1)C1=NC(=NO1)C=1N=CN2C1N(C(C1=C(C=CC=C21)Cl)=O)C (3-(5-cyclopropyl-1,2,4-oxadiazol-3-yl)-4-methyl-5-oxo-6-chloro-4,5-dihydro-imidazo(1,5-a)quinazoline), ClC=1C=C(C=CC1)O (3-chlorophenol), [H-].[Na+] (sodium hydride). Run in CCOCC (ether), CN(C=O)C (dimethylformamide). Run at temperature 110 celsius, time 8 hour. Yields the product C1(CC1)C1=NC(=NO1)C=1N=CN2C1N(C(C1=C(C=CC=C21)OC2=CC(=CC=C2)Cl)=O)C (3-(5-cyclopropyl-1,2,4-oxadiazol-3-yl)-4-methyl-5-oxo-6-(3-chlorophenoxy)-4,5-dihydroimidazo(1,5-a) quinazoline). The yield is 53.8%. Reaction SMILES: [CH:1]1([C:4]2[O:8][N:7]=[C:6]([C:9]3[N:10]=[CH:11][N:12]4[C:21]5[C:16](=[C:17](Cl)[CH:18]=[CH:19][CH:20]=5)[C:15](=[O:23])[N:14]([CH3:24])[C:13]=34)[N:5]=2)[CH2:3][CH2:2]1.[Cl:25][C:26]1[CH:27]=[C:28]([OH:32])[CH:29]=[CH:30][CH:31]=1.[H-].[Na+].O>CN(C)C=O.CCOCC>[CH:1]1([C:4]2[O:8][N:7]=[C:6]([C:9]3[N:10]=[CH:11][N:12]4[C:21]5[C:16](=[C:17]([O:32][C:28]6[CH:29]=[CH:30][CH:31]=[C:26]([Cl:25])[CH:27]=6)[CH:18]=[CH:19][CH:20]=5)[C:15](=[O:23])[N:14]([CH3:24])[C:13]=34)[N:5]=2)[CH2:2][CH2:3]1 |f:2.3|. Procedure details: A mixture of 3-(5-cyclopropyl-1,2,4-oxadiazol-3-yl)-4-methyl-5-oxo-6-chloro-4,5-dihydro-imidazo(1,5-a)quinazoline (0.4 g, 1.2 mmol), 3-chlorophenol (0.4 g, 3 mmol), and sodium hydride (55% dispension in oil, 0.14 g, 3 mmol) in 20 ml of dry dimethylformamide was stirred for 8 h at 110° C., cooled to room temperature and poured into 30 ml of water and 5 ml of ether. The mixture was then stirred for 30 min. at 0° C. and the precipitate was filtered off, rinsed with water and dried giving 0.28 g (57... Starting materials: Oc1ccc(Br)cc1O, CCOC(C)=O, CC(=O)O, [Na+], [Na+], O=C([O-])[O-], CCN1CCN(C(=O)NC(O)C(=O)O)C(=O)C1=O, O=S(=O)(O)O. The product is CCN1CCN(C(=O)NC(C(=O)O)c2cc(O)c(O)cc2Br)C(=O)C1=O. As a reaction SMILES: [Br:1][c:2]1[cH:3][c:4]([OH:9])[c:5]([OH:6])[cH:7][cH:8]1.[CH3:34][CH2:35][O:36][C:37](=[O:38])[CH3:39].[CH3:40][C:41](=[O:42])[OH:43].[Na+:28].[Na+:29].[O-:30][C:31](=[O:32])[O-:33].[O:10]=[C:11]1[N:12]([C:20](=[O:21])[NH:22][CH:23]([C:24](=[O:25])[OH:26])[OH:27])[CH2:13][CH2:14][N:15]([CH2:18][CH3:19])[C:16]1=[O:17].[S:44](=[O:45])(=[O:46])([OH:47])[OH:48]>>[Br:1][c:2]1[cH:3][c:4]([OH:9])[c:5]([OH:6])[cH:7][c:8]1[CH:23]([NH:22][C:20]([N:12]1[C:11](=[O:10])[C:16](=[O:17])[N:15]([CH2:18][CH3:19])[CH2:14][CH2:13]1)=[O:21])[C:24](=[O:25])[OH:26]. Starting materials: N#Cc1cc(Br)ccc1CBr, C1COCCN1, [K+], [K+], O=C([O-])[O-], CN(C)C=O. The product is N#Cc1cc(Br)ccc1CN1CCOCC1. As a reaction SMILES: [Br:1][c:2]1[cH:3][cH:4][c:5]([CH2:10][Br:11])[c:6]([C:7]#[N:8])[cH:9]1.[CH2:12]1[CH2:13][O:14][CH2:15][CH2:16][NH:17]1.[K+:18].[K+:19].[O-:20][C:21]([O-:22])=[O:23].[O:24]=[CH:25][N:26]([CH3:27])[CH3:28]>>[Br:1][c:2]1[cH:3][cH:4][c:5]([CH2:10][N:17]2[CH2:12][CH2:13][O:14][CH2:15][CH2:16]2)[c:6]([C:7]#[N:8])[cH:9]1. The reactants are BrC=1C=C(C=CC1Cl)[N+](=O)[O-] (3-bromo-4-chloronitrobenzene), B1(OCCCO1)C2=CN=CC=C2 (pyridine-3-boronic acid 1,3-propanediol cyclic ester), C(=O)([O-])[O-].[Na+].[Na+] (Na2CO3). Reagents/catalysts: C=1C=CC(=CC1)[P](C=2C=CC=CC2)(C=3C=CC=CC3)[Pd]([P](C=4C=CC=CC4)(C=5C=CC=CC5)C=6C=CC=CC6)([P](C=7C=CC=CC7)(C=8C=CC=CC8)C=9C=CC=CC9)[P](C=1C=CC=CC1)(C=1C=CC=CC1)C=1C=CC=CC1 (Tetrakis(triphenylphosphine)palladium(0)). Run in C(C)O (ethanol), C1(=CC=CC=C1)C (toluene). Product: ClC1=C(C=C(C=C1)[N+](=O)[O-])C=1C=NC=CC1 (3-(2-Chloro-5-nitrophenyl)pyridine). Isolated yield 68.7%. As a reaction SMILES: Br[C:2]1[CH:3]=[C:4]([N+:9]([O-:11])=[O:10])[CH:5]=[CH:6][C:7]=1[Cl:8].B1([C:18]2[CH:23]=[CH:22][CH:21]=[N:20][CH:19]=2)OCCCO1.C([O-])([O-])=O.[Na+].[Na+]>C(O)C.C1(C)C=CC=CC=1.C1C=CC([P]([Pd]([P](C2C=CC=CC=2)(C2C=CC=CC=2)C2C=CC=CC=2)([P](C2C=CC=CC=2)(C2C=CC=CC=2)C2C=CC=CC=2)[P](C2C=CC=CC=2)(C2C=CC=CC=2)C2C=CC=CC=2)(C2C=CC=CC=2)C2C=CC=CC=2)=CC=1>[Cl:8][C:7]1[CH:6]=[CH:5][C:4]([N+:9]([O-:11])=[O:10])=[CH:3][C:2]=1[C:18]1[CH:19]=[N:20][CH:21]=[CH:22][CH:23]=1 |f:2.3.4,^1:43,45,64,83|. Reported procedure: A mixture of 3-bromo-4-chloronitrobenzene (5.17 g, 21.9 mmol) and pyridine-3-boronic acid 1,3-propanediol cyclic ester (4.27 g, 26.2 mmol) in ethanol (30 ml) and toluene (30 ml) together with 2 N Na2CO3 solution (13.9 ml) was degassed with a stream of nitrogen for 10 min. Tetrakis(triphenylphosphine)palladium(0) (0.3 g, 0.26 mmol) was added and the reaction was heated at reflux for over 24 h. The mixture was concentrated under reduced pressure to remove the organic solvents and water (100 ml) wa... Reactants: C(C)(C)(C)OC(=O)N1CCN(CC1)N1C(SCC1=O)=O (4-(2,4-dioxo-thiazolidin-3-yl)piperazine-1-carboxylic acid tert-butyl ester), ClC1=CC(=C(CN2N=CC3=CC(=CC=C23)C=O)C=C1)C(F)(F)F ([4-chloro-2-(trifluoromethyl)benzyl]-1H-indazol-5-carbaldehyde). The product is ClC1=CC(=C(CN2N=CC3=CC(=CC=C23)\C=C/2\C(N(C(S2)=O)N2CCNCC2)=O)C=C1)C(F)(F)F ((5Z)-5-({1-[4-Chloro-2-(trifluoromethyl)benzyl]-1H-indazol-5-yl}methylidene)-3-piperazin-1-yl-1,3-thiazolidine-2,4-dione). As a reaction SMILES: C(OC([N:8]1[CH2:13][CH2:12][N:11]([N:14]2[C:18](=[O:19])[CH2:17][S:16][C:15]2=[O:20])[CH2:10][CH2:9]1)=O)(C)(C)C.[Cl:21][C:22]1[CH:39]=[CH:38][C:25]([CH2:26][N:27]2[C:35]3[C:30](=[CH:31][C:32]([CH:36]=O)=[CH:33][CH:34]=3)[CH:29]=[N:28]2)=[C:24]([C:40]([F:43])([F:42])[F:41])[CH:23]=1>>[Cl:21][C:22]1[CH:39]=[CH:38][C:25]([CH2:26][N:27]2[C:35]3[C:30](=[CH:31][C:32](/[CH:36]=[C:17]4/[C:18](=[O:19])[N:14]([N:11]5[CH2:10][CH2:9][NH:8][CH2:13][CH2:12]5)[C:15](=[O:20])[S:16]/4)=[CH:33][CH:34]=3)[CH:29]=[N:28]2)=[C:24]([C:40]([F:41])([F:43])[F:42])[CH:23]=1. Procedure: ((5Z)-5-({1-[4-Chloro-2-(trifluoromethyl)benzyl]-1H-indazol-5-yl}methylidene)-3-piperazin-1-yl-1,3-thiazolidine-2,4-dione was prepared from 4-(2,4-dioxo-thiazolidin-3-yl)piperazine-1-carboxylic acid tert-butyl ester and [4-chloro-2-(trifluoromethyl)benzyl]-1H-indazol-5-carbaldehyde (from Example 1) following General Procedure F. Reactants: NC([C@H](CC(C)C)NC([C@H](C(C)(C)C)NC(=O)N1N=C(C=2CN(CCC21)C)C2=C(C=C(C(=C2)F)F)F)=O)=O (N-((S)-1-((S)-1-amino-4-methyl-1-oxopentan-2-ylamino)-3,3-dimethyl-1-oxobutan-2-yl)-5-methyl-3-(2,4,5-trifluorophenyl)-4,5,6,7-tetrahydro-1H-pyrazolo[4,3-c]pyridine-1-carboxamide), N1(CCNCC1)C(=O)OCC (ethyl piperazine-1-carboxylate). Product: CC([C@@H](C(=O)N1CCN(CC1)C(=O)OCC)NC(=O)N1N=C(C=2CN(CCC21)C)C2=C(C=C(C(=C2)F)F)F)(C)C ((S)-ethyl 4-(3,3-dimethyl-2-(5-methyl-3-(2,4,5-trifluorophenyl)-4,5,6,7-tetrahydro-1H-pyrazolo[4,3-c]pyridine-1-carboxamido) butanoyl)piperazine-1-carboxylate). RXN SMILES: NC(=O)[C@@H:3]([NH:8][C:9](=[O:37])[C@@H:10]([NH:15][C:16]([N:18]1[C:26]2[CH2:25][CH2:24][N:23]([CH3:27])[CH2:22][C:21]=2[C:20]([C:28]2[CH:33]=[C:32]([F:34])[C:31]([F:35])=[CH:30][C:29]=2[F:36])=[N:19]1)=[O:17])[C:11]([CH3:14])([CH3:13])[CH3:12])[CH2:4]C(C)C.[N:39]1([C:45]([O:47][CH2:48][CH3:49])=[O:46])CCN[CH2:41][CH2:40]1>>[CH3:14][C:11]([CH3:12])([CH3:13])[C@H:10]([NH:15][C:16]([N:18]1[C:26]2[CH2:25][CH2:24][N:23]([CH3:27])[CH2:22][C:21]=2[C:20]([C:28]2[CH:33]=[C:32]([F:34])[C:31]([F:35])=[CH:30][C:29]=2[F:36])=[N:19]1)=[O:17])[C:9]([N:8]1[CH2:41][CH2:40][N:39]([C:45]([O:47][CH2:48][CH3:49])=[O:46])[CH2:4][CH2:3]1)=[O:37]. Reported procedure: Compound 77 was prepared according to the procedure described for the synthesis of compound 72 by replacing leucine amide with ethyl piperazine-1-carboxylate. LCMS (+ESI) m/z=565.4 [M+H]+. The reactants are C(C)(=O)OCC.CCCCCC (ethyl acetate hexane), ClC=1C=C(C=CC1Cl)C1(CN(CC1)C(C1=CC(=C(C(=C1)OCC)OCC)OCC)=O)CCCS(=O)(=O)[O-] (2-[3-(3,4-dichloro-phenyl)-1-(3,4,5-triethoxy-benzoyl)-pyrrolidin-3-yl]-ethyl-methanesulfonate), Cl.O1CCN(CC1)CCNC(=O)C1(CCNCC1)C1=CC=CC=C1 (4-phenyl-piperidine-4-carboxylic acid (2-morpholino-ethyl)-amide hydrochloride). Solvent: CO.ClCCl (methanol dichloromethane). Product: Cl.O1CCN(CC1)CCNC(=O)C1(CCN(CC1)CCC1(CN(CC1)C(C1=CC(=C(C(=C1)OC)OC)OC)=O)C1=CC(=C(C=C1)Cl)Cl)C1=CC=CC=C1 (1-[2-[3-(3,4-dichloro-phenyl)-1-(3,4,5-trimethoxy-benzoyl)-pyrrolidin-3-yl]-ethyl]-4-phenyl-piperidine-4-carboxylic acid (2-morpholino-ethyl)-amide hydrochloride). RXN SMILES: [Cl:1][C:2]1[CH:3]=[C:4]([C:9]2([CH2:31][CH2:32]CS([O-])(=O)=O)[CH2:13][CH2:12][N:11]([C:14](=[O:30])[C:15]3[CH:20]=[C:19]([O:21][CH2:22]C)[C:18]([O:24][CH2:25]C)=[C:17]([O:27][CH2:28]C)[CH:16]=3)[CH2:10]2)[CH:5]=[CH:6][C:7]=1[Cl:8].Cl.[O:39]1[CH2:44][CH2:43][N:42]([CH2:45][CH2:46][NH:47][C:48]([C:50]2([C:56]3[CH:61]=[CH:60][CH:59]=[CH:58][CH:57]=3)[CH2:55][CH2:54][NH:53][CH2:52][CH2:51]2)=[O:49])[CH2:41][CH2:40]1.C(OCC)(=O)C.CCCCCC>CO.ClCCl>[ClH:1].[O:39]1[CH2:40][CH2:41][N:42]([CH2:45][CH2:46][NH:47][C:48]([C:50]2([C:56]3[CH:57]=[CH:58][CH:59]=[CH:60][CH:61]=3)[CH2:51][CH2:52][N:53]([CH2:32][CH2:31][C:9]3([C:4]4[CH:5]=[CH:6][C:7]([Cl:8])=[C:2]([Cl:1])[CH:3]=4)[CH2:13][CH2:12][N:11]([C:14](=[O:30])[C:15]4[CH:20]=[C:19]([O:21][CH3:22])[C:18]([O:24][CH3:25])=[C:17]([O:27][CH3:28])[CH:16]=4)[CH2:10]3)[CH2:54][CH2:55]2)=[O:49])[CH2:43][CH2:44]1 |f:1.2,3.4,5.6,7.8|. Procedure details: Prepare by the method of example 27.3.1 using 2-[3-(3,4-dichloro-phenyl)-1-(3,4,5-triethoxy-benzoyl)-pyrrolidin-3-yl]-ethyl-methanesulfonate (2.8 g, 5.24 mmol) and 4-phenyl-piperidine-4-carboxylic acid (2-morpholino-ethyl)-amide hydrochloride (1.87 g, 35.2 mmol). Chromatograph on silica gel eluting sequentially with 50% ethyl acetate/hexane and then 6% methanol/dichloromethane to give the title compound. The reactants are BrC=1C=C(C=CC1)C1CC(=NN1C1=C(C=CC=C1)Cl)C(C(F)(F)F)(F)F (5-(3-Bromo-phenyl)-1-(2-chloro-phenyl)-3-pentafluoroethyl-4,5-dihydro-1H-pyrazole), C(=O)(OC(C)(C)C)N1CCNCC1 (1-BOC-piperazine), C=1C=CC(=CC1)P(C=2C=CC=CC2)C3=CC=C4C=CC=CC4=C3C5=C6C=CC=CC6=CC=C5P(C=7C=CC=CC7)C=8C=CC=CC8 (BINAP), CC(C)([O-])C.[Na+] (sodium t-butoxide). Reagents/catalysts: C=1C=CC(=CC1)/C=C/C(=O)/C=C/C2=CC=CC=C2.C=1C=CC(=CC1)/C=C/C(=O)/C=C/C2=CC=CC=C2.C=1C=CC(=CC1)/C=C/C(=O)/C=C/C2=CC=CC=C2.[Pd].[Pd] (Pd2(dba)3). Solvent: C1(=CC=CC=C1)C (toluene). Reaction conditions: temperature 100 celsius, time 12 hour. The product is C(=O)(OC(C)(C)C)N1CCN(CC1)C=1C=C(C=CC1)C1CC(=NN1C1=C(C=CC=C1)Cl)C(C(F)(F)F)(F)F (5-[3-(4-BOC-piperazin-1-yl)-phenyl]-1-(2-chloro-phenyl)-3-pentafluoroethyl-4,5-dihydro-1H-pyrazole). Isolated yield 76.7%. Reaction SMILES: Br[C:2]1[CH:3]=[C:4]([CH:8]2[N:12]([C:13]3[CH:18]=[CH:17][CH:16]=[CH:15][C:14]=3[Cl:19])[N:11]=[C:10]([C:20]([F:26])([F:25])[C:21]([F:24])([F:23])[F:22])[CH2:9]2)[CH:5]=[CH:6][CH:7]=1.[C:27]([N:34]1[CH2:39][CH2:38][NH:37][CH2:36][CH2:35]1)([O:29][C:30]([CH3:33])([CH3:32])[CH3:31])=[O:28].C1C=CC(P(C2C(C3C(P(C4C=CC=CC=4)C4C=CC=CC=4)=CC=C4C=3C=CC=C4)=C3C(C=CC=C3)=CC=2)C2C=CC=CC=2)=CC=1.CC(C)([O-])C.[Na+]>C1C=CC(/C=C/C(/C=C/C2C=CC=CC=2)=O)=CC=1.C1C=CC(/C=C/C(/C=C/C2C=CC=CC=2)=O)=CC=1.C1C=CC(/C=C/C(/C=C/C2C=CC=CC=2)=O)=CC=1.[Pd].[Pd].C1(C)C=CC=CC=1>[C:27]([N:34]1[CH2:35][CH2:36][N:37]([C:2]2[CH:3]=[C:4]([CH:8]3[N:12]([C:13]4[CH:18]=[CH:17][CH:16]=[CH:15][C:14]=4[Cl:19])[N:11]=[C:10]([C:20]([F:26])([F:25])[C:21]([F:24])([F:23])[F:22])[CH2:9]3)[CH:5]=[CH:6][CH:7]=2)[CH2:38][CH2:39]1)([O:29][C:30]([CH3:33])([CH3:32])[CH3:31])=[O:28] |f:3.4,5.6.7.8.9|. Reported procedure: 5-(3-Bromo-phenyl)-1-(2-chloro-phenyl)-3-pentafluoroethyl-4,5-dihydro-1H-pyrazole (650.0 mg, 1.4 mmol) prepared in Step 1 of Preparation 6, 1-BOC-piperazine (402.0 mg, 2.2 mmol), Pd2(dba)3 (66.0 mg, cat.), BINAP (90.0 mg, cat.) and sodium t-butoxide (250.0 mg, 2.6 mmol) were added to toluene (10.0 mL). The reaction mixture was stirred at 100° C. for 12 hours and then filtered through celite pad. A saturated solution of ammonium chloride was added to the filtrate, which was then extracted with et...